This data is from the Open Reaction Database (ORD), a public repository of structured organic reaction records. The task is: describe an organic reaction: reactants, conditions, products, and yield Reactants: BrC1=CC(=C(C(=O)O)C=C1)F (4-bromo-2-fluorobenzoic acid), C(C)C=1C=C(C(=NC1)N1CCNCC1)C (1-(5-ethyl-3-methylpyridin-2-yl)piperazine). The product is BrC1=CC(=C(C=C1)C(=O)N1CCN(CC1)C1=NC=C(C=C1C)CC)F ((4-bromo-2-fluorophenyl)[4-(5-ethyl-3-methylpyridin-2-yl)piperazin-1-yl]methanone). Isolated yield 86.1%. As a reaction SMILES: [Br:1][C:2]1[CH:10]=[CH:9][C:5]([C:6]([OH:8])=O)=[C:4]([F:11])[CH:3]=1.[CH2:12]([C:14]1[CH:15]=[C:16]([CH3:26])[C:17]([N:20]2[CH2:25][CH2:24][NH:23][CH2:22][CH2:21]2)=[N:18][CH:19]=1)[CH3:13]>>[Br:1][C:2]1[CH:10]=[CH:9][C:5]([C:6]([N:23]2[CH2:24][CH2:25][N:20]([C:17]3[C:16]([CH3:26])=[CH:15][C:14]([CH2:12][CH3:13])=[CH:19][N:18]=3)[CH2:21][CH2:22]2)=[O:8])=[C:4]([F:11])[CH:3]=1. Reported procedure: Using 4-bromo-2-fluorobenzoic acid (1.08 g) and 1-(5-ethyl-3-methylpyridin-2-yl)piperazine (1.01 g) described in Preparation Example 81 and by the reaction and treatment in the same manner as in Preparation Example 111, the title compound (1.72 g) was obtained. The reactants are FC1=CC=C2C(=NNC2=C1)C1CCN(CC1)C(=O)OC (6-fluoro-3-(1-methoxycarbonyl-4-piperidinyl)-1H-indazole), [H-].[Al+3].[Li+].[H-].[H-].[H-] (lithium aluminum hydride), O (water). The solvent is O1CCCC1 (tetrahydrofuran), O1CCCC1 (tetrahydrofuran). Yields the product FC1=CC=C2C(=NNC2=C1)C1CCN(CC1)C (6-Fluoro-3-(1-methyl-4-piperidinyl)-1H-indazole). The yield is 68.1%. RXN SMILES: [H-].[Al+3].[Li+].[H-].[H-].[H-].[F:7][C:8]1[CH:16]=[C:15]2[C:11]([C:12]([CH:17]3[CH2:22][CH2:21][N:20]([C:23](OC)=O)[CH2:19][CH2:18]3)=[N:13][NH:14]2)=[CH:10][CH:9]=1.O>O1CCCC1>[F:7][C:8]1[CH:16]=[C:15]2[C:11]([C:12]([CH:17]3[CH2:22][CH2:21][N:20]([CH3:23])[CH2:19][CH2:18]3)=[N:13][NH:14]2)=[CH:10][CH:9]=1 |f:0.1.2.3.4.5|. Procedure: To a stirred suspension, under nitrogen, of 4.7 g of lithium aluminum hydride (50-55% oil dispersion) in 90 ml of tetrahydrofuran was added, dropwise, 8.9 g of 6-fluoro-3-(1-methoxycarbonyl-4-piperidinyl)-1H-indazole, dissolved in 50 ml of tetrahydrofuran. After the addition was complete, the reaction was heated under reflux for 2 hr. The reaction was cooled in an ice-salt bath and water was carefully added. The mixture was filtered and the filter cake was washed with tetrahydrofuran and twice w... The reactants are CCNc1ccc(C#N)cc1N=C1SC(=C2SC3=C(CCNC3)N2C)C(=O)N1Cc1ccccc1, CN(C)CC(=O)Cl, ClC(Cl)Cl. The product is CCNc1ccc(C#N)cc1N=C1SC(=C2SC3=C(CCN(C(=O)CN(C)C)C3)N2C)C(=O)N1Cc1ccccc1. Reaction SMILES: [CH2:1]([c:2]1[cH:3][cH:4][cH:5][cH:6][cH:7]1)[N:8]1[C:9](=[N:24][c:25]2[cH:26][c:27]([C:28]#[N:29])[cH:30][cH:31][c:32]2[NH:33][CH2:34][CH3:35])[S:10][C:11](=[C:14]2[S:15][C:16]3=[C:21]([CH2:20][CH2:19][NH:18][CH2:17]3)[N:22]2[CH3:23])[C:12]1=[O:13].[CH3:36][N:37]([CH3:38])[CH2:39][C:40](=[O:41])[Cl:42].[Cl:43][CH:44]([Cl:45])[Cl:46]>>[CH2:1]([c:2]1[cH:3][cH:4][cH:5][cH:6][cH:7]1)[N:8]1[C:9](=[N:24][c:25]2[cH:26][c:27]([C:28]#[N:29])[cH:30][cH:31][c:32]2[NH:33][CH2:34][CH3:35])[S:10][C:11](=[C:14]2[S:15][C:16]3=[C:21]([CH2:20][CH2:19][N:18]([C:40]([CH2:39][N:37]([CH3:36])[CH3:38])=[O:41])[CH2:17]3)[N:22]2[CH3:23])[C:12]1=[O:13]. Starting materials: CC1(C(C2=CC=CC=C2C1)=O)C(=O)OC (methyl 2-methyl-1-oxo-2,3-dihydro-1H-indene-2-carboxylate), [H][H] (hydrogen). The solvent is OS(=O)(=O)O (H2SO4), C(C)(=O)O (acetic acid). Product: CC1(CC2=CC=CC=C2C1)C(=O)OC (Methyl 2-methyl-2,3-dihydro-1H-indene-2-carboxylate). Reaction SMILES: [CH3:1][C:2]1([C:12]([O:14][CH3:15])=[O:13])[CH2:10][C:9]2[C:4](=[CH:5][CH:6]=[CH:7][CH:8]=2)[C:3]1=O.[H][H]>C(O)(=O)C.OS(O)(=O)=O>[CH3:1][C:2]1([C:12]([O:14][CH3:15])=[O:13])[CH2:10][C:9]2[C:4](=[CH:5][CH:6]=[CH:7][CH:8]=2)[CH2:3]1. Procedure details: A solution of the methyl 2-methyl-1-oxo-2,3-dihydro-1H-indene-2-carboxylate (2.04 g, 9.99 mmol) in glacial acetic acid (22 mL) and concentrated H2SO4 (2 mL) was hydrogenated on a Parr apparatus under 50 psi of hydrogen using 10% palladium on carbon (50% H2O, 0.200 g) as the catalyst. After 4 hours the reaction was filtered to remove the catalyst and washed 2× methanol, then concentrated to remove most of the acetic acid. The residue was neutralized using saturated Na2CO3 and the organics extract... Reaction SMILES: [Cl:21][c:22]1[n:23][cH:24][c:25]([Cl:40])[c:26]([NH:28][CH:29]2[CH:30]([NH:35][S:36](=[O:37])(=[O:38])[CH3:39])[CH2:31][CH2:32][CH2:33][CH2:34]2)[n:27]1.[NH2:1][c:2]1[c:3]([O:19][CH3:20])[cH:4][c:5]2[c:6]([cH:18]1)[N:7]([CH3:17])[C:8](=[O:16])[CH2:9][N:10]([CH2:12][CH:13]1[CH2:14][CH2:15]1)[CH2:11]2>>[NH:1]([c:2]1[c:3]([O:19][CH3:20])[cH:4][c:5]2[c:6]([cH:18]1)[N:7]([CH3:17])[C:8](=[O:16])[CH2:9][N:10]([CH2:12][CH:13]1[CH2:14][CH2:15]1)[CH2:11]2)[c:22]1[n:23][cH:24][c:25]([Cl:40])[c:26]([NH:28][CH:29]2[CH:30]([NH:35][S:36](=[O:37])(=[O:38])[CH3:39])[CH2:31][CH2:32][CH2:33][CH2:34]2)[n:27]1. The product is COc1cc2c(cc1Nc1ncc(Cl)c(NC3CCCCC3NS(C)(=O)=O)n1)N(C)C(=O)CN(CC1CC1)C2. The reactants are CS(=O)(=O)NC1CCCCC1Nc1nc(Cl)ncc1Cl, COc1cc2c(cc1N)N(C)C(=O)CN(CC1CC1)C2. The reactants are CCN(C)C(=O)OC=1C=CC=C(C1)[C@H](C)N(C)C (rivastigmine), Formula II, C([C@H](O)[C@@H](O)C(=O)O)(=O)O (L-(+)-Tartaric acid). Run in CC(=O)C (acetone). Reaction conditions: temperature 60 celsius, time 30 minute. The product is CCN(C)C(=O)OC=1C=CC=C(C1)[C@H](C)N(C)C.C(C(C(=O)O)O)(C(=O)O)O (Rivastigmine Tartrate). Isolated yield 85.4%. Reaction SMILES: [CH3:1][CH2:2][N:3]([C:5]([O:7][C:8]1[CH:9]=[CH:10][CH:11]=[C:12]([C@@H:14]([N:16]([CH3:18])[CH3:17])[CH3:15])[CH:13]=1)=[O:6])[CH3:4].[C:19]([OH:28])(=[O:27])[C@@H:20]([C@H:22]([C:24]([OH:26])=[O:25])[OH:23])[OH:21]>CC(C)=O>[CH3:1][CH2:2][N:3]([C:5]([O:7][C:8]1[CH:9]=[CH:10][CH:11]=[C:12]([C@@H:14]([N:16]([CH3:18])[CH3:17])[CH3:15])[CH:13]=1)=[O:6])[CH3:4].[CH:20]([OH:21])([C:19]([OH:28])=[O:27])[CH:22]([OH:23])[C:24]([OH:26])=[O:25] |f:3.4|. Procedure details: 3 kg of rivastigmine freebase of Formula II in 105 lit of acetone, 1.8 kg of L-(+)-Tartaric acid was charged and heated to about 60° C. followed by stirring for about 30 minutes for complete dissolution. The resulting reaction solutions was passed through celite and wash the bed with 13.5 lit acetone to made particle free. The obtained clear solution was distilled off up to 50% of the initial volume and cooled to 30° C. 12 g of rivastigmine hydrogen tartrate was added and stirred for about 60 mi...